This data is from the Open Reaction Database (ORD), a public repository of structured organic reaction records. The task is: describe an organic reaction: reactants, conditions, products, and yield The reactants are O (water), C1OC=2C=C(CN3CCNCC3)C=CC2O1 (1-(3,4-methylenedioxybenzyl)-piperazine), C([O-])([O-])=O.[K+].[K+] (potassium carbonate), ClCC1=CC=C(C=C1)NC(\C=C\C1=CC(=CC=C1)C1=CC=C(C=C1)C)=O ((E)-N-[4-(chloromethyl)-phenyl]-3-(4-methylphenyl)cinnamamide). The solvent is CN(C)C=O (DMF). Conditions: time 16 hour. Yields the product C1OC=2C=C(CN3CCN(CC3)CC3=CC=C(C=C3)NC(\C=C\C3=CC(=CC=C3)C3=CC=C(C=C3)C)=O)C=CC2O1 ((E)-N-[4-[1-(3,4-methylenedioxybenzyl)-4-piperazinylmethyl]phenyl]-3-(4-methylphenyl)cinnamamide). The yield is 88.2%. As a reaction SMILES: Cl[CH2:2][C:3]1[CH:8]=[CH:7][C:6]([NH:9][C:10](=[O:26])/[CH:11]=[CH:12]/[C:13]2[CH:18]=[CH:17][CH:16]=[C:15]([C:19]3[CH:24]=[CH:23][C:22]([CH3:25])=[CH:21][CH:20]=3)[CH:14]=2)=[CH:5][CH:4]=1.[CH2:27]1[O:42][C:41]2[CH:40]=[CH:39][C:31]([CH2:32][N:33]3[CH2:38][CH2:37][NH:36][CH2:35][CH2:34]3)=[CH:30][C:29]=2[O:28]1.C(=O)([O-])[O-].[K+].[K+].O>CN(C=O)C>[CH2:27]1[O:42][C:41]2[CH:40]=[CH:39][C:31]([CH2:32][N:33]3[CH2:38][CH2:37][N:36]([CH2:2][C:3]4[CH:8]=[CH:7][C:6]([NH:9][C:10](=[O:26])/[CH:11]=[CH:12]/[C:13]5[CH:18]=[CH:17][CH:16]=[C:15]([C:19]6[CH:24]=[CH:23][C:22]([CH3:25])=[CH:21][CH:20]=6)[CH:14]=5)=[CH:5][CH:4]=4)[CH2:35][CH2:34]3)=[CH:30][C:29]=2[O:28]1 |f:2.3.4|. Procedure details: In DMF (3ml) was dissolved (E)-N-[4-(chloromethyl)-phenyl]-3-(4-methylphenyl)cinnamamide (200mg), and to the solution were added 1-(3,4-methylenedioxybenzyl)-piperazine (158mg) and potassium carbonate (382mg). The mixture was stirred at room temperature for 16 hours, and to the mixture was added water (50ml). The mixture was extracted with ethyl acetate. The organic layer was washed with saturated sodium chloride solution, dried with anhydrous sodium sulfate, and concentrated under reduced press... Reactants: C(C)C1=C(N2C(S1)=NC(=C2)C(=O)OC)C (2-ethyl-3-methyl-6-carbomethoxy-imidazo-(2,1-b) thiazole). The solvent is [OH-].[Na+] (NaOH). The product is C(C)C1=C(N2C(S1)=NC(=C2)C(=O)O)C (2-ethyl-3-methyl-imidazo-(2,1-b)thiazole-6-carboxylic acid). The yield is 85.3%. RXN SMILES: [CH2:1]([C:3]1[S:7][C:6]2=[N:8][C:9]([C:11]([O:13]C)=[O:12])=[CH:10][N:5]2[C:4]=1[CH3:15])[CH3:2]>[OH-].[Na+]>[CH2:1]([C:3]1[S:7][C:6]2=[N:8][C:9]([C:11]([OH:13])=[O:12])=[CH:10][N:5]2[C:4]=1[CH3:15])[CH3:2] |f:1.2|. Procedure details: 1.5 g of 2-ethyl-3-methyl-6-carbomethoxy-imidazo-(2,1-b)thiazole (obtained as described in Example 45) are refluxed for 2 hours in 5 ml of 10% NaOH. The solution obtained is treated in the same manner as described in Example 49 to yield 1.2 g of 2-ethyl-3-methyl-imidazo-(2,1-b)thiazole-6-carboxylic acid m.p. 243°-245° C. Starting materials: ClC=1C=C(C=CC1Cl)[C@@H](CN1CCSC2=C(C1=O)C1=CC=CC=C1C=C2C#N)CC=O (2-[(2S)-2-(3,4-dichlorophenyl)-4-oxobutyl]-1-oxo-1,2,3,4-tetrahydronaphtho[1,2-f][1,4]thiazepine-6-carbonitrile), C1(CC1)N (cyclopropylamine), FC(C(=O)O)(F)F (trifluoroacetic acid). Product: ClC=1C=C(C=CC1Cl)[C@@H](CN1CCSC2=C(C1=O)C1=CC=CC=C1C=C2C#N)CCNC2CC2 (2-[(2S)-2-(3,4-dichlorophenyl)-4-(cyclopropylamino)butyl]-1-oxo-1,2,3,4-tetrahydronaphtho[1,2-f][1,4]thiazepine-6-carbonitrile). Yield: 58.8%. As a reaction SMILES: [Cl:1][C:2]1[CH:3]=[C:4]([C@H:9]([CH2:29][CH:30]=O)[CH2:10][N:11]2[C:17](=[O:18])[C:16]3[C:19]4[C:24]([CH:25]=[C:26]([C:27]#[N:28])[C:15]=3[S:14][CH2:13][CH2:12]2)=[CH:23][CH:22]=[CH:21][CH:20]=4)[CH:5]=[CH:6][C:7]=1[Cl:8].[CH:32]1([NH2:35])[CH2:34][CH2:33]1.FC(F)(F)C(O)=O>>[Cl:1][C:2]1[CH:3]=[C:4]([C@H:9]([CH2:29][CH2:30][NH:35][CH:32]2[CH2:34][CH2:33]2)[CH2:10][N:11]2[C:17](=[O:18])[C:16]3[C:19]4[C:24]([CH:25]=[C:26]([C:27]#[N:28])[C:15]=3[S:14][CH2:13][CH2:12]2)=[CH:23][CH:22]=[CH:21][CH:20]=4)[CH:5]=[CH:6][C:7]=1[Cl:8]. Reported procedure: By the method described in Example 83, Intermediate 78a (70 mg, 0.15 mmol) and cyclopropylamine (13 mg, 0.23 mmol) were converted to 45 mg of the title compound as its trifluoroacetic acid salt. Starting materials: CC(C)(C)[SiH2]OC(C)(C)c1ccnc(N)c1, C1CCOC1, N#Cc1cnc(Cl)s1, [H-], [Na+]. Yields the product CC(C)(C)[SiH2]OC(C)(C)c1ccnc(Nc2ncc(C#N)s2)c1. Reaction SMILES: [C:1]([CH3:2])([CH3:3])([CH3:4])[SiH2:5][O:6][C:7]([c:8]1[cH:9][c:10]([NH2:14])[n:11][cH:12][cH:13]1)([CH3:15])[CH3:16].[CH2:27]1[O:28][CH2:29][CH2:30][CH2:31]1.[Cl:19][c:20]1[s:21][c:22]([C:25]#[N:26])[cH:23][n:24]1.[H-:18].[Na+:17]>>[C:1]([CH3:2])([CH3:3])([CH3:4])[SiH2:5][O:6][C:7]([c:8]1[cH:9][c:10]([NH:14][c:20]2[s:21][c:22]([C:25]#[N:26])[cH:23][n:24]2)[n:11][cH:12][cH:13]1)([CH3:15])[CH3:16]. The reactants are F[C@@H]1C[C@@H]2[C@@](N=C(SC2)NC(OC(C)(C)C)=O)(CC1)C1=C(C=CC=C1)F (tert-butyl(±)-[(4aR*,6S*,8aS*)-6-fluoro-8a-(2-fluorophenyl)-4a,5,6,7,8,8a-hexahydro-4H-benzo[d][1,3]thiazin-2-yl]carbamate), BrC1=CC(=CC(=C1)Cl)Br (1,3-dibromo-5-chlorobenzene). The product is BrC=1C=C(C=C(C1)Cl)[C@@]12N=C(SC[C@@H]1CCC2)N ((±)-(4aR*,7aS*)-7a-(3-bromo-5-chlorophenyl)-4,4a,5,6,7,7a-hexahydrocyclopenta[d][1,3]thiazin-2-ylamine). Reaction SMILES: F[C@H]1CC[C@:5]2([C:20]3[CH:25]=[CH:24]C=CC=3F)[N:6]=[C:7]([NH:10]C(=O)OC(C)(C)C)[S:8][CH2:9][C@@H:4]2C1.Br[C:28]1[CH:33]=[C:32]([Cl:34])[CH:31]=[C:30]([Br:35])[CH:29]=1>>[Br:35][C:30]1[CH:29]=[C:28]([C@:5]23[CH2:20][CH2:25][CH2:24][C@H:4]2[CH2:9][S:8][C:7]([NH2:10])=[N:6]3)[CH:33]=[C:32]([Cl:34])[CH:31]=1. Reported procedure: The title compound was synthesized from hex-5-enal oxime (JOC, 41 (5), 863-9; 1976) according to the method of Preparation Example 8, using 1,3-dibromo-5-chlorobenzene instead of 2-fluorobromobenzene.